This data is from the Open Reaction Database (ORD), a public repository of structured organic reaction records. The task is: describe an organic reaction: reactants, conditions, products, and yield Reactants: FC1=CC=C(N)C=C1 (4-fluoroaniline), C1C(C)(C)O1 (isobutene oxide). Conditions: temperature 120 celsius. Product: FC1=CC=C(C=C1)NCC(C)(C)O (N-(4-Fluorophenyl)-N-(2-hydroxy-2-methylpropyl)amine). Isolated yield 65.5%. RXN SMILES: [F:1][C:2]1[CH:8]=[CH:7][C:5]([NH2:6])=[CH:4][CH:3]=1.[CH2:9]1[O:13][C:10]1([CH3:12])[CH3:11]>>[F:1][C:2]1[CH:8]=[CH:7][C:5]([NH:6][CH2:9][C:10]([OH:13])([CH3:12])[CH3:11])=[CH:4][CH:3]=1. Procedure details: A mixture of 4-fluoroaniline (1.12 g, 10 mmol) and isobutene oxide (0.70 g, 10 mmol) was heated in a sealed tube at 120° C. overnight. The resultant oil was purified by flash chromatography to give the title compound as an oil (1.20 g, 65%).